From a dataset of the Open Reaction Database (ORD), a public repository of structured organic reaction records. describe an organic reaction: reactants, conditions, products, and yield Reactants: C(Cl)Cl (methylene chloride), ClC=1C(=CC(=NC1)N)C(C1=C(C=CC(=C1)F)F)S(=O)(=O)C1=CC=C(C=C1)Cl ([5-Chloro-4-[(4-chlorophenylsulfonyl)(2,5-difluorophenyl)methyl]pyridin-2-yl]amine), N1=CC=CC=C1 (pyridine), OS(=O)(=O)C(F)(F)F.N1=CC=C(C=C1)CS(=O)(=O)Cl ((4-pyridylmethyl)sulfonyl chloride triflate), N1=CC=CC=C1 (pyridine), OS(=O)(=O)C(F)(F)F.N1=CC=C(C=C1)CS(=O)(=O)Cl ((4-pyridylmethyl)sulfonyl chloride triflate). Run in CO (methanol), C(C)(=O)OCC (ethyl acetate). Run at time 17 hour. Yields the product ClC=1C(=CC(=NC1)NS(=O)(=O)CC1=CC=NC=C1)C(C1=C(C=CC(=C1)F)F)S(=O)(=O)C1=CC=C(C=C1)Cl (N-[5-Chloro-4-[(4-chlorophenylsulfonyl)(2,5-difluorophenyl)methyl]pyridin-2-yl]-1-pyridin-4-ylmethanesulfonamide). Isolated yield 46.7%. Reaction SMILES: C(Cl)Cl.[Cl:4][C:5]1[C:6]([CH:12]([S:21]([C:24]2[CH:29]=[CH:28][C:27]([Cl:30])=[CH:26][CH:25]=2)(=[O:23])=[O:22])[C:13]2[CH:18]=[C:17]([F:19])[CH:16]=[CH:15][C:14]=2[F:20])=[CH:7][C:8]([NH2:11])=[N:9][CH:10]=1.N1C=CC=CC=1.OS(C(F)(F)F)(=O)=O.[N:45]1[CH:50]=[CH:49][C:48]([CH2:51][S:52](Cl)(=[O:54])=[O:53])=[CH:47][CH:46]=1>C(OCC)(=O)C.CO>[Cl:4][C:5]1[C:6]([CH:12]([S:21]([C:24]2[CH:29]=[CH:28][C:27]([Cl:30])=[CH:26][CH:25]=2)(=[O:23])=[O:22])[C:13]2[CH:18]=[C:17]([F:19])[CH:16]=[CH:15][C:14]=2[F:20])=[CH:7][C:8]([NH:11][S:52]([CH2:51][C:48]2[CH:49]=[CH:50][N:45]=[CH:46][CH:47]=2)(=[O:54])=[O:53])=[N:9][CH:10]=1 |f:3.4|. Procedure details: To a methylene chloride (2 ml) solution of the [5-chloro-4-[(4-chlorophenylsulfonyl)(2,5-difluorophenyl)methyl]pyridin-2-yl]amine (104 mg, 0.242 mmol) obtained in Example 196 and pyridine (74 μl, 0.533 mmol) was added (4-pyridylmethyl)sulfonyl chloride triflate (91 mg, 0.266 mmol). The resulting mixture was stirred at room temperature for 17 hours. To the reaction mixture were added pyridine (74 μl, 0.533 mmol) and (4-pyridylmethyl)sulfonyl chloride triflate (91 mg, 0.266 mmol). The resulting mi... Starting materials: CN1C(=NC2=C1C=C(C(=C2)C(=O)OC)C(=O)OC)C (dimethyl 1,2-dimethyl-5,6-benzimidazoledicarboxylate), [OH-].[K+] (potassium hydroxide), O (water). Run in CO (methanol). Reaction conditions: time 16 hour. Product: CN1C(=NC2=C1C=C(C(=C2)C(=O)O)C(=O)O)C (1,2-Dimethyl-5,6-benzimidazoledicarboxylic acid). Isolated yield 91.0%. As a reaction SMILES: [CH3:1][N:2]1[C:6]2[CH:7]=[C:8]([C:15]([O:17]C)=[O:16])[C:9]([C:11]([O:13]C)=[O:12])=[CH:10][C:5]=2[N:4]=[C:3]1[CH3:19].[OH-].[K+].O>CO>[CH3:1][N:2]1[C:6]2[CH:7]=[C:8]([C:15]([OH:17])=[O:16])[C:9]([C:11]([OH:13])=[O:12])=[CH:10][C:5]=2[N:4]=[C:3]1[CH3:19] |f:1.2|. Procedure: A mixture of dimethyl 1,2-dimethyl-5,6-benzimidazoledicarboxylate (2.80 g, 10.7 mmol), potassium hydroxide (1.49 g, 26.7 mmol), water and methanol is stirred at room temperature for 16 hours and then concentrated in vacuo. The resultant residue is taken up in a minimal amount of water, cooled, acidified to pH 3 with hydrochloric acid and filtered to give the title product as pink crystals (2.28 g, 91.2%), mp 308°-312° C.